From a dataset of the Open Reaction Database (ORD), a public repository of structured organic reaction records. describe an organic reaction: reactants, conditions, products, and yield The reactants are C(C)(C)(C)OC(=O)[C@@H](CCCN(C([O-])=O)N)C(=O)N[C@@H](C)C1=CC=CC2=CC=CC=C12 ((S)-4-(tert-butoxycarbonyl)-amino-5-((S)-1-(naphthalen-1-yl)ethylamino)-5-oxopentylcarbamate), C(=O)[O-].[NH4+] (ammonium formate). The reagents and catalysts are [Pd] (palladium). Run in C(C)O (ethanol). Reaction conditions: temperature 55 celsius, time 18 hour. Product: NCCC[C@@H](C(=O)N[C@@H](C)C1=CC=CC2=CC=CC=C12)NC(OC(C)(C)C)=O (tert-butyl (5)-5-amino-1-((S)-1-(naphthalen-1-yl)ethylamino)-1-oxopentan-2-ylcarbamate). RXN SMILES: C(OC([C@H:8]([C:17]([NH:19][C@H:20]([C:22]1[C:31]2[C:26](=[CH:27][CH:28]=[CH:29][CH:30]=2)[CH:25]=[CH:24][CH:23]=1)[CH3:21])=[O:18])[CH2:9][CH2:10][CH2:11][N:12](N)C(=O)[O-])=O)(C)(C)C.[CH:32]([O-:34])=[O:33].[NH4+:35]>C(O)C.[Pd]>[NH2:12][CH2:11][CH2:10][CH2:9][C@H:8]([NH:35][C:32](=[O:34])[O:33][C:22]([CH3:31])([CH3:23])[CH3:20])[C:17]([NH:19][C@H:20]([C:22]1[C:31]2[C:26](=[CH:27][CH:28]=[CH:29][CH:30]=2)[CH:25]=[CH:24][CH:23]=1)[CH3:21])=[O:18] |f:1.2|. Reported procedure: A solution of (S)-4-(tert-butoxycarbonyl)-amino-5-((S)-1-(naphthalen-1-yl)ethylamino)-5-oxopentylcarbamate, 23, (28.0 g, 54.0 mmol) in ethanol (600 mL) was added ammonium formate (10.2 g, 160.0 mmol) and palladium (10 wt % on carbon, 1.0 g). The reaction mixture was warmed to 55° C. and stirred for 18 h at 55° C. The mixture was filtered through Celite and washed with ethanol. The resulting filtrate was concentrated in vacuo. The residue was dissolved in ethyl acetate and the organic phase was w...